Dataset: the Open Reaction Database (ORD), a public repository of structured organic reaction records. Task: describe an organic reaction: reactants, conditions, products, and yield Starting materials: CC(C)(C)OC(=O)N1CCCC1CNc1nc(N)n2nc(-c3ccco3)nc2n1, ClCCl, O=C(O)C(F)(F)F. Yields the product O=C(O)C(F)(F)F, Nc1nc(NCC2CCCN2)nc2nc(-c3ccco3)nn12. RXN SMILES: [C:1]([O:2][C:3](=[O:4])[N:8]1[CH:9]([CH2:13][NH:14][c:15]2[n:16][c:17]3[n:18]([c:19]([NH2:21])[n:20]2)[n:22][c:23](-[c:25]2[o:26][cH:27][cH:28][cH:29]2)[n:24]3)[CH2:10][CH2:11][CH2:12]1)([CH3:5])([CH3:6])[CH3:7].[Cl:37][CH2:38][Cl:39].[F:30][C:31]([C:32](=[O:33])[OH:34])([F:35])[F:36]>>[F:30][C:31]([C:32](=[O:33])[OH:34])([F:35])[F:36].[NH:8]1[CH:9]([CH2:13][NH:14][c:15]2[n:16][c:17]3[n:18]([c:19]([NH2:21])[n:20]2)[n:22][c:23](-[c:25]2[o:26][cH:27][cH:28][cH:29]2)[n:24]3)[CH2:10][CH2:11][CH2:12]1. Reactants: OC(C(C)C)(C=1N=CN(C1)C(C1=CC=CC=C1)(C1=CC=CC=C1)C1=CC=CC=C1)C=1C=C2C=CC(=CC2=CC1)C(=O)OC (methyl 6-(1-hydroxy-2-methyl-1-(1-trityl-1H-imidazol-4-yl)propyl)-2-naphthoate), OC(C(C)C)(C=1N=CN(C1)C(C1=CC=CC=C1)(C1=CC=CC=C1)C1=CC=CC=C1)C=1C=C2C=CC(=CC2=CC1)C(=O)O (6-(1-hydroxy-2-methyl-1-(1-trityl-1H-imidazol-4-yl)propyl)-2-naphthoic acid), C(CC)N (n-propylamine). The product is OC(C(C)C)(C=1N=CNC1)C1=C(C=CC2=CC=CC=C12)C(=O)NCCC (1-(Hydroxy-1-(1H-imidazol-4-yl)-2-methylpropyl)-N-propyl-2-naphthamide). Reaction SMILES: OC([C:30]1[CH:31]=[C:32]2[C:37](=[CH:38][CH:39]=1)[CH:36]=[C:35]([C:40]([O:42]C)=O)[CH:34]=[CH:33]2)(C1N=CN(C(C2C=CC=CC=2)(C2C=CC=CC=2)C2C=CC=CC=2)C=1)C(C)C.[OH:44][C:45](C1C=C2C(=CC=1)C=C(C(O)=O)C=C2)([C:49]1[N:50]=[CH:51][N:52](C(C2C=CC=CC=2)(C2C=CC=CC=2)C2C=CC=CC=2)[CH:53]=1)[CH:46]([CH3:48])[CH3:47].[CH2:86]([NH2:89])[CH2:87][CH3:88]>>[OH:44][C:45]([C:36]1[C:37]2[C:32](=[CH:31][CH:30]=[CH:39][CH:38]=2)[CH:33]=[CH:34][C:35]=1[C:40]([NH:89][CH2:86][CH2:87][CH3:88])=[O:42])([C:49]1[N:50]=[CH:51][NH:52][CH:53]=1)[CH:46]([CH3:48])[CH3:47]. Reported procedure: In a manner to that described in Example 9-(i), methyl 6-(1-hydroxy-2-methyl-1-(1-trityl-1H-imidazol-4-yl)propyl)-2-naphthoate (2.83 g) was converted to 6-(1-hydroxy-2-methyl-1-(1-trityl-1H-imidazol-4-yl)propyl)-2-naphthoic acid, which was reacted with n-propylamine (0.66 mL) in a similar manner as described in Example 24-(i) to give the titled compound (2.74 g) as a colorless powder. The reactants are [BH4-], C1CCOC1, CN(C)CCN, CC(=O)O, COC(=O)c1ccc2c(C3CCCCC3)c(-c3ccccc3C=O)n(CC(OC)OC)c2c1, [Na+]. The product is COC(=O)c1ccc2c(C3CCCCC3)c(-c3ccccc3CNCCN(C)C)n(CC(OC)OC)c2c1. Reaction SMILES: [BH4-:44].[CH2:46]1[O:47][CH2:48][CH2:49][CH2:50]1.[CH3:34][N:35]([CH2:36][CH2:37][NH2:38])[CH3:39].[CH3:40][C:41](=[O:42])[OH:43].[CH:1]1([c:7]2[c:8](-[c:26]3[c:27]([CH:32]=[O:33])[cH:28][cH:29][cH:30][cH:31]3)[n:9]([CH2:20][CH:21]([O:22][CH3:23])[O:24][CH3:25])[c:10]3[cH:11][c:12]([C:16](=[O:17])[O:18][CH3:19])[cH:13][cH:14][c:15]23)[CH2:2][CH2:3][CH2:4][CH2:5][CH2:6]1.[Na+:45]>>[CH:1]1([c:7]2[c:8](-[c:26]3[c:27]([CH2:32][NH:38][CH2:37][CH2:36][N:35]([CH3:34])[CH3:39])[cH:28][cH:29][cH:30][cH:31]3)[n:9]([CH2:20][CH:21]([O:22][CH3:23])[O:24][CH3:25])[c:10]3[cH:11][c:12]([C:16](=[O:17])[O:18][CH3:19])[cH:13][cH:14][c:15]23)[CH2:2][CH2:3][CH2:4][CH2:5][CH2:6]1. Reaction SMILES: Cl[C:2]1[C:10]2[NH:9][C:8]([C:11]([F:17])([F:16])[C:12]([F:15])([F:14])[F:13])=[N:7][C:6]=2[C:5]([N+:18]([O-:20])=[O:19])=[CH:4][C:3]=1[C:21]#[N:22].[Na].[F:24][C:25]([F:29])([F:28])[CH2:26][OH:27]>>[F:24][C:25]([F:29])([F:28])[CH2:26][O:27][C:2]1[C:10]2[NH:9][C:8]([C:11]([F:17])([F:16])[C:12]([F:15])([F:14])[F:13])=[N:7][C:6]=2[C:5]([N+:18]([O-:20])=[O:19])=[CH:4][C:3]=1[C:21]#[N:22] |^1:22|. The product is FC(COC1=C(C=C(C=2N=C(NC21)C(C(F)(F)F)(F)F)[N+](=O)[O-])C#N)(F)F (4-(2,2,2-trifluoroethoxy)-7-nitro-5-cyano-2-pentafluoroethylbenzimidazole). Procedure: 4-Chloro-7-nitro-5-cyano-2-pentafluoroethylbenzimidazole is reacted with the sodium salt of 2,2,2,-trifluoroethanol to obtain 4-(2,2,2-trifluoroethoxy)-7-nitro-5-cyano-2-pentafluoroethylbenzimidazole, m.w., 404.2. Reactants: ClC1=C(C=C(C=2N=C(NC21)C(C(F)(F)F)(F)F)[N+](=O)[O-])C#N (4-Chloro-7-nitro-5-cyano-2-pentafluoroethylbenzimidazole), [Na] (sodium), FC(CO)(F)F (2,2,2,-trifluoroethanol). Reactants: CN1CCNCC1, O=Cc1cc2nc(-c3cccc4ncccc34)nc(N3CCOCC3)c2s1. Yields the product CN1CCN(Cc2cc3nc(-c4cccc5ncccc45)nc(N4CCOCC4)c3s2)CC1. RXN SMILES: [CH3:28][N:29]1[CH2:30][CH2:31][NH:32][CH2:33][CH2:34]1.[O:1]1[CH2:2][CH2:3][N:4]([c:7]2[c:8]3[c:9]([n:10][c:11](-[c:13]4[c:14]5[cH:15][cH:16][cH:17][n:18][c:19]5[cH:20][cH:21][cH:22]4)[n:12]2)[cH:23][c:24]([CH:26]=[O:27])[s:25]3)[CH2:5][CH2:6]1>>[O:1]1[CH2:2][CH2:3][N:4]([c:7]2[c:8]3[c:9]([n:10][c:11](-[c:13]4[c:14]5[cH:15][cH:16][cH:17][n:18][c:19]5[cH:20][cH:21][cH:22]4)[n:12]2)[cH:23][c:24]([CH2:26][N:32]2[CH2:31][CH2:30][N:29]([CH3:28])[CH2:34][CH2:33]2)[s:25]3)[CH2:5][CH2:6]1. Reactants: CCOP(=O)(C=CC1OC(n2nnc3c(NC(=O)c4ccccc4)ncnc32)C2OC(C)(C)OC12)OCC, O=C(O)C(F)(F)F, O. The product is CCOP(=O)(C=CC1OC(n2nnc3c(NC(=O)c4ccccc4)ncnc32)C(O)C1O)OCC. RXN SMILES: [CH2:1]([CH3:2])[O:3][P:4]([O:5][CH2:6][CH3:7])(=[O:8])[CH:9]=[CH:10][CH:11]1[O:12][CH:13]([n:21]2[n:22][n:23][c:24]3[c:25]2[n:26][cH:27][n:28][c:29]3[NH:30][C:31]([c:32]2[cH:33][cH:34][cH:35][cH:36][cH:37]2)=[O:38])[CH:14]2[O:15][C:16]([CH3:19])([CH3:20])[O:17][CH:18]12.[F:39][C:40]([F:41])([F:42])[C:43]([OH:44])=[O:45].[OH2:46]>>[CH2:1]([CH3:2])[O:3][P:4]([O:5][CH2:6][CH3:7])(=[O:8])[CH:9]=[CH:10][CH:11]1[O:12][CH:13]([n:21]2[n:22][n:23][c:24]3[c:25]2[n:26][cH:27][n:28][c:29]3[NH:30][C:31]([c:32]2[cH:33][cH:34][cH:35][cH:36][cH:37]2)=[O:38])[CH:14]([OH:15])[CH:18]1[OH:17]. The product is C(\C=C\C(=O)O)(=O)O.N(C(=O)N)C1=CC=C(C(=O)N(C=2C=NC=CC2)CCN2CCC(CC2)C(C2=CC=C(C=C2)F)=O)C=C1.N(C(=O)N)C1=CC=C(C(=O)N(CCN2CCC(CC2)C(C2=CC=C(C=C2)F)=O)C=2C=NC=CC2)C=C1 (4-Ureido-N-{2-[4-(4-fluorobenzoyl)piperidino]ethyl}-N-(3-pyridyl)benzamide hemifumarate). Yield: 56.5%. Reactants: N(C(=O)N)C1=CC=C(C(=O)N(C=2C=NC=CC2)CCN2CCC(CC2)C(C2=CC=C(C=C2)F)=O)C=C1 (4-ureido-N-{2-[4-(4-fluorobenzoyl)piperidino]ethyl}-N-(3-pyridyl)benzamide), C(\C=C\C(=O)O)(=O)O (fumaric acid). Reaction SMILES: [NH:1]([C:5]1[CH:36]=[CH:35][C:8]([C:9]([N:11]([CH2:18][CH2:19][N:20]2[CH2:25][CH2:24][CH:23]([C:26](=[O:34])[C:27]3[CH:32]=[CH:31][C:30]([F:33])=[CH:29][CH:28]=3)[CH2:22][CH2:21]2)[C:12]2[CH:13]=[N:14][CH:15]=[CH:16][CH:17]=2)=[O:10])=[CH:7][CH:6]=1)[C:2]([NH2:4])=[O:3].[C:37]([OH:44])(=[O:43])/[CH:38]=[CH:39]/[C:40]([OH:42])=[O:41]>>[C:37]([OH:44])(=[O:43])/[CH:38]=[CH:39]/[C:40]([OH:42])=[O:41].[NH:1]([C:5]1[CH:6]=[CH:7][C:8]([C:9]([N:11]([CH2:18][CH2:19][N:20]2[CH2:25][CH2:24][CH:23]([C:26](=[O:34])[C:27]3[CH:28]=[CH:29][C:30]([F:33])=[CH:31][CH:32]=3)[CH2:22][CH2:21]2)[C:12]2[CH:13]=[N:14][CH:15]=[CH:16][CH:17]=2)=[O:10])=[CH:35][CH:36]=1)[C:2]([NH2:4])=[O:3].[NH:1]([C:5]1[CH:36]=[CH:35][C:8]([C:9]([N:11]([C:12]2[CH:13]=[N:14][CH:15]=[CH:16][CH:17]=2)[CH2:18][CH2:19][N:20]2[CH2:25][CH2:24][CH:23]([C:26](=[O:34])[C:27]3[CH:32]=[CH:31][C:30]([F:33])=[CH:29][CH:28]=3)[CH2:22][CH2:21]2)=[O:10])=[CH:7][CH:6]=1)[C:2]([NH2:4])=[O:3] |f:2.3.4|. Procedure details: Using 4-ureido-N-{2-[4-(4-fluorobenzoyl)piperidino]ethyl}-N-(3-pyridyl)benzamide (174.1 mg, 0.36 mmol) and fumaric acid (20.8 mg, 0.18 mmol), the procedure of Inventive Example 271 was repeated to obtain 111.3 mg (56.3%) of the title compound in a colorless powder form.